The task is: describe an organic reaction: reactants, conditions, products, and yield. This data is from the Open Reaction Database (ORD), a public repository of structured organic reaction records. Starting materials: C1(CC1)S(=O)(=O)N1CCN(CC1)C(=O)C=1NC2=CC=C(C=C2C1)C(=O)N1CCN(CC1)C(C)C ((4-Cyclopropanesulfonyl-piperazin-1-yl)-[5-(4-isopropyl-piperazine-1-carbonyl)-1H-indol-2-yl]-methanone), ClC1=NC=CC(=C1)B(O)O (2-chloropyridine-4-boronic acid). Yields the product ClC1=NC=CC(=C1)N1C(=CC2=CC(=CC=C12)C(=O)N1CCN(CC1)C(C)C)C(=O)N1CCN(CC1)S(=O)(=O)C1CC1 ([1-(2-Chloro-pyridin-4-yl)-5-(4-isopropyl-piperazine-1-carbonyl)-1H-indol-2-yl]-(4-cyclopropanesulfonyl-piperazin-1-yl)-methanone). Yield: 61.0%. RXN SMILES: [CH:1]1([S:4]([N:7]2[CH2:12][CH2:11][N:10]([C:13]([C:15]3[NH:16][C:17]4[C:22]([CH:23]=3)=[CH:21][C:20]([C:24]([N:26]3[CH2:31][CH2:30][N:29]([CH:32]([CH3:34])[CH3:33])[CH2:28][CH2:27]3)=[O:25])=[CH:19][CH:18]=4)=[O:14])[CH2:9][CH2:8]2)(=[O:6])=[O:5])[CH2:3][CH2:2]1.[Cl:35][C:36]1[CH:41]=[C:40](B(O)O)[CH:39]=[CH:38][N:37]=1>>[Cl:35][C:36]1[CH:41]=[C:40]([N:16]2[C:17]3[C:22](=[CH:21][C:20]([C:24]([N:26]4[CH2:27][CH2:28][N:29]([CH:32]([CH3:34])[CH3:33])[CH2:30][CH2:31]4)=[O:25])=[CH:19][CH:18]=3)[CH:23]=[C:15]2[C:13]([N:10]2[CH2:9][CH2:8][N:7]([S:4]([CH:1]3[CH2:2][CH2:3]3)(=[O:5])=[O:6])[CH2:12][CH2:11]2)=[O:14])[CH:39]=[CH:38][N:37]=1. Procedure details: The title compound was synthesized in analogy to example 5, from (4-cyclopropanesulfonyl-piperazin-1-yl)-[5-(4-isopropyl-piperazine-1-carbonyl)-1H-indol-2-yl]-methanone (example 33) and 2-chloropyridine-4-boronic acid to afford the desired product as light-brown foam (61%). MS (ISP): 599.4 (M+H)+. The reactants are ClCCl, O=C(Cl)c1ccc(C(F)(F)F)cc1, Nc1cc(-c2ccncc2)cc2nc(-c3ccccc3)nn12, c1ccncc1. The product is O=C(Nc1cc(-c2ccncc2)cc2nc(-c3ccccc3)nn12)c1ccc(C(F)(F)F)cc1. As a reaction SMILES: [Cl:42][CH2:43][Cl:44].[F:29][C:30]([c:31]1[cH:32][cH:33][c:34]([C:35](=[O:36])[Cl:37])[cH:38][cH:39]1)([F:40])[F:41].[c:1]1(-[c:7]2[n:8][n:9]3[c:10]([cH:11][c:12](-[c:16]4[cH:17][cH:18][n:19][cH:20][cH:21]4)[cH:13][c:14]3[NH2:15])[n:22]2)[cH:2][cH:3][cH:4][cH:5][cH:6]1.[cH:23]1[cH:24][cH:25][n:26][cH:27][cH:28]1>>[c:1]1(-[c:7]2[n:8][n:9]3[c:10]([cH:11][c:12](-[c:16]4[cH:17][cH:18][n:19][cH:20][cH:21]4)[cH:13][c:14]3[NH:15][C:35]([c:34]3[cH:33][cH:32][c:31]([C:30]([F:29])([F:40])[F:41])[cH:39][cH:38]3)=[O:36])[n:22]2)[cH:2][cH:3][cH:4][cH:5][cH:6]1.